The task is: describe an organic reaction: reactants, conditions, products, and yield. This data is from the Open Reaction Database (ORD), a public repository of structured organic reaction records. Reactants: CCOCC, C(=NC1CCCCC1)=NC1CCCCC1, NCc1ccccc1, S=C=S. Product: S=C=NCc1ccccc1. Reaction SMILES: [CH3:27][CH2:28][O:29][CH2:30][CH3:31].[CH:1]1([N:2]=[C:3]=[N:4][CH:5]2[CH2:6][CH2:7][CH2:8][CH2:9][CH2:10]2)[CH2:11][CH2:12][CH2:13][CH2:14][CH2:15]1.[NH2:19][CH2:20][c:21]1[cH:22][cH:23][cH:24][cH:25][cH:26]1.[S:16]=[C:17]=[S:18]>>[C:17](=[S:18])=[N:19][CH2:20][c:21]1[cH:22][cH:23][cH:24][cH:25][cH:26]1. As a reaction SMILES: C(OC(=O)[NH:7][C:8]1[CH:13]=[C:12]([O:14][CH2:15][CH3:16])[C:11]([C:17]([F:20])([F:19])[F:18])=[CH:10][C:9]=1[NH:21][C:22](=[O:37])[CH2:23][C:24](=O)[C:25]1[CH:30]=[CH:29][CH:28]=[C:27]([N:31]2[CH:35]=[CH:34][N:33]=[N:32]2)[CH:26]=1)(C)(C)C.C(O)(C(F)(F)F)=O>C(Cl)Cl>[CH2:15]([O:14][C:12]1[C:11]([C:17]([F:20])([F:19])[F:18])=[CH:10][C:9]2[NH:21][C:22](=[O:37])[CH2:23][C:24]([C:25]3[CH:30]=[CH:29][CH:28]=[C:27]([N:31]4[CH:35]=[CH:34][N:33]=[N:32]4)[CH:26]=3)=[N:7][C:8]=2[CH:13]=1)[CH3:16]. Procedure: The title compound was prepared from {5-ethoxy-2-[3-oxo-3-(3-[1,2,3]triazol-1-yl-phenyl)-propionylamino]-4-trifluoromethyl-phenyl}-carbamic acid tert.-butyl ester (Example M37) (203 mg, 0.38 mmol) by treatment with TFA in CH2Cl2 according to the general procedure N. Obtained as an off-white solid (148 mg). Starting materials: C(C)(C)(C)OC(NC1=C(C=C(C(=C1)OCC)C(F)(F)F)NC(CC(C1=CC(=CC=C1)N1N=NC=C1)=O)=O)=O ({5-ethoxy-2-[3-oxo-3-(3-[1,2,3]triazol-1-yl-phenyl)-propionylamino]-4-trifluoromethyl-phenyl}-carbamic acid tert.-butyl ester), C(=O)(C(F)(F)F)O (TFA). Product: C(C)OC1=CC2=C(NC(CC(=N2)C2=CC(=CC=C2)N2N=NC=C2)=O)C=C1C(F)(F)F (7-Ethoxy-4-(3-[1,2,3]triazol-1-yl-phenyl)-8-trifluoromethyl-1,3-dihydro-benzo[b][1,4]diazepin-2-one), solid. The solvent is C(Cl)Cl (CH2Cl2).